This data is from the Open Reaction Database (ORD), a public repository of structured organic reaction records. The task is: describe an organic reaction: reactants, conditions, products, and yield Reactants: N1=CNC(C2=C1SC1=C2CCCC1)=O (5,6,7,8-tetrahydro[1]benzothieno[2,3-d]pyrimidin-4(3H)-one), CN(C1=CC=CC=C1)C (dimethylaniline), O=P(Cl)(Cl)Cl (POCl3). Product: ClC=1C2=C(N=CN1)SC1=C2CCC1 (4-Chloro-6,7-dihydro-5H-cyclopenta[4,5]thieno[2,3-d]pyrimidine). RXN SMILES: [N:1]1[C:6]2[S:7][C:8]3[CH2:13][CH2:12][CH2:11]C[C:9]=3[C:5]=2[C:4](=O)[NH:3][CH:2]=1.CN(C)C1C=CC=CC=1.O=P(Cl)(Cl)[Cl:26]>>[Cl:26][C:4]1[C:5]2[C:9]3[CH2:11][CH2:12][CH2:13][C:8]=3[S:7][C:6]=2[N:1]=[CH:2][N:3]=1. Procedure details: To 10.56 g 5,6,7,8-tetrahydro[1]benzothieno[2,3-d]pyrimidin-4(3H)-one (0.51 mol) and 10 mL dimethylaniline was added, in one portion, 50 mL POCl3. The mixture was heated to reflux for 5 h under argon, cooled and the excess POCl3 was removed by concentration in vacuo. The residue was poured into 200 g ice and neutralized with satd Na2CO3. The resulting blue-gray gum was filtered, washed with water and crystallized from ethanol to give 7.03 g (0.031 mol) of product. Reactants: C(C)(=O)N(CCN1C(C(=C(C2=NC=C(C=C12)CC1=CC=C(C=C1)F)O)C(=O)OCC)=O)C (ethyl 1-{2-[acetyl(methyl)amino]ethyl}-7-[(4-fluorophenyl)methyl]-4-hydroxy-2-oxo-1,2-dihydro-1,5-naphthyridine-3-carboxylate), NC(CO)C (2-amino-1-propanol). Run in CCO (EtOH). Product: C(C)(=O)N(CCN1C(C(=C(C2=NC=C(C=C12)CC1=CC=C(C=C1)F)O)C(=O)NC(CO)C)=O)C (1-{2-[acetyl(methyl)amino]ethyl}-7-[(4-fluorophenyl)methyl]-4-hydroxy-N-(2-hydroxy-1-methylethyl)-2-oxo-1,2-dihydro-1,5-naphthyridine-3-carboxamide). RXN SMILES: [C:1]([N:4]([CH3:32])[CH2:5][CH2:6][N:7]1[C:16]2[C:11](=[N:12][CH:13]=[C:14]([CH2:17][C:18]3[CH:23]=[CH:22][C:21]([F:24])=[CH:20][CH:19]=3)[CH:15]=2)[C:10]([OH:25])=[C:9]([C:26](OCC)=[O:27])[C:8]1=[O:31])(=[O:3])[CH3:2].[NH2:33][CH:34]([CH3:37])[CH2:35][OH:36]>CCO>[C:1]([N:4]([CH3:32])[CH2:5][CH2:6][N:7]1[C:16]2[C:11](=[N:12][CH:13]=[C:14]([CH2:17][C:18]3[CH:23]=[CH:22][C:21]([F:24])=[CH:20][CH:19]=3)[CH:15]=2)[C:10]([OH:25])=[C:9]([C:26]([NH:33][CH:34]([CH3:37])[CH2:35][OH:36])=[O:27])[C:8]1=[O:31])(=[O:3])[CH3:2]. Reported procedure: A solution of ethyl 1-{2-[acetyl(methyl)amino]ethyl}-7-[(4-fluorophenyl)methyl]-4-hydroxy-2-oxo-1,2-dihydro-1,5-naphthyridine-3-carboxylate (0.019 g, 0.039 mmol) in EtOH (3 mL) under nitrogen was treated with 2-amino-1-propanol (0.02 mL, 0.27 mmol) for 30 min. (160° C. in a microwave vessel. After the reaction was cooled to ambient temperature the resulting suspension was concentrated in vacuo, triturated with Et2O:MeOH, filtered, and the filtered solid was washed with Et2O then thoroughly dried... Reactants: Cn1cc(Br)nc1C1CC1, C1CCOC1, Cn1ccnc1C1CC1, Cl, O=C1CCC(=O)N1Br. Yields the product Cn1c(C2CC2)nc(Br)c1Br. As a reaction SMILES: [Br:2][c:3]1[n:4][c:5]([CH:9]2[CH2:10][CH2:11]2)[n:6]([CH3:8])[cH:7]1.[CH2:29]1[O:30][CH2:31][CH2:32][CH2:33]1.[CH:12]1([c:13]2[n:14]([CH3:15])[cH:16][cH:17][n:18]2)[CH2:19][CH2:20]1.[ClH:1].[O:21]=[C:22]1[N:23]([Br:28])[C:24](=[O:25])[CH2:26][CH2:27]1>>[Br:2][c:3]1[n:4][c:5]([CH:9]2[CH2:10][CH2:11]2)[n:6]([CH3:8])[c:7]1[Br:28]. The reactants are [Al+3], COc1cc(OC)c(C(=O)O)cc1OC, Cc1ccccc1, [Cl-], [Cl-], [Cl-], Cl, CN(C)C=O, O. Product: COc1cc(O)c(C(=O)O)cc1OC. RXN SMILES: [Al+3:2].[CH3:10][O:11][c:12]1[c:13]([C:14](=[O:15])[OH:16])[cH:17][c:18]([O:23][CH3:24])[c:19]([O:21][CH3:22])[cH:20]1.[CH3:26][c:27]1[cH:28][cH:29][cH:30][cH:31][cH:32]1.[Cl-:1].[Cl-:3].[Cl-:4].[ClH:25].[O:5]=[CH:6][N:7]([CH3:8])[CH3:9].[OH2:33]>>[OH:11][c:12]1[c:13]([C:14](=[O:15])[OH:16])[cH:17][c:18]([O:23][CH3:24])[c:19]([O:21][CH3:22])[cH:20]1. Reactants: F[B-](F)(F)F, CCCCc1noc(CO)c1COc1ccc(C(=O)O)cn1, CCN(C(C)C)C(C)C, NC1CCC1, CN(C)C=O, CN(C)C(On1nnc2ccccc21)=[N+](C)C. The product is CCCCc1noc(CO)c1COc1ccc(C(=O)NC2CCC2)cn1. As a reaction SMILES: [B-:28]([F:29])([F:30])([F:31])[F:32].[CH2:1]([CH2:2][CH2:3][CH3:4])[c:5]1[n:6][o:7][c:8]([CH2:21][OH:22])[c:9]1[CH2:10][O:11][c:12]1[n:13][cH:14][c:15]([C:16](=[O:17])[OH:18])[cH:19][cH:20]1.[CH2:50]([N:51]([CH:52]([CH3:53])[CH3:54])[CH:55]([CH3:56])[CH3:57])[CH3:58].[CH:23]1([NH2:27])[CH2:24][CH2:25][CH2:26]1.[O:59]=[CH:60][N:61]([CH3:62])[CH3:63].[n:33]1([O:34][C:35]([N:36]([CH3:37])[CH3:38])=[N+:39]([CH3:40])[CH3:41])[c:42]2[cH:43][cH:44][cH:45][cH:46][c:47]2[n:48][n:49]1>>[CH2:1]([CH2:2][CH2:3][CH3:4])[c:5]1[n:6][o:7][c:8]([CH2:21][OH:22])[c:9]1[CH2:10][O:11][c:12]1[n:13][cH:14][c:15]([C:16](=[O:18])[NH:27][CH:23]2[CH2:24][CH2:25][CH2:26]2)[cH:19][cH:20]1. The reactants are [OH-].[Na+] (sodium hydroxide), C(CC(O)(C(=O)[O-])CC(=O)[O-])(=O)[O-].[Na+].[Na+].[Na+].C(CC(O)(C(=O)O)CC(=O)O)(=O)O (sodium citrate citric acid), C(C1=CC=CC=C1)OC(=O)NCCC[C@H](N)C(=O)OC(C)(C)C (N5 -benzyloxycarbonyl-ornithine, t-butyl ester), N(=[N+]=[N-])C(=O)OC(C)(C)C (t-butyl azidoformate). Solvent: O1CCOCC1.O (dioxane water), CCOCC (ether). Yields the product C(C)(C)(C)OC(=O)N[C@@H](CCCNC(=O)OCC1=CC=CC=C1)C(=O)OC(C)(C)C (N-t-butyloxycarbonyl-N5 -benzyloxycarbonyl-ornithine, t-butyl ester). Reaction SMILES: [CH2:1]([O:8][C:9]([NH:11][CH2:12][CH2:13][CH2:14][C@@H:15]([C:17]([O:19][C:20]([CH3:23])([CH3:22])[CH3:21])=[O:18])[NH2:16])=[O:10])[C:2]1[CH:7]=[CH:6][CH:5]=[CH:4][CH:3]=1.[OH-].[Na+].N([C:29]([O:31][C:32]([CH3:35])([CH3:34])[CH3:33])=[O:30])=[N+]=[N-].C([O-])(=O)CC(CC([O-])=O)(C([O-])=O)O.[Na+].[Na+].[Na+].C(O)(=O)CC(CC(O)=O)(C(O)=O)O>O1CCOCC1.O.CCOCC>[C:32]([O:31][C:29]([NH:16][C@H:15]([C:17]([O:19][C:20]([CH3:23])([CH3:22])[CH3:21])=[O:18])[CH2:14][CH2:13][CH2:12][NH:11][C:9]([O:8][CH2:1][C:2]1[CH:3]=[CH:4][CH:5]=[CH:6][CH:7]=1)=[O:10])=[O:30])([CH3:35])([CH3:34])[CH3:33] |f:1.2,4.5.6.7.8,9.10|. Procedure details: Dissolve N5 -benzyloxycarbonyl-ornithine, t-butyl ester (3.22 g, 10 mmol) in 50/50 dioxane/water (25 mL) and buffer to pH 10 with 1N sodium hydroxide. Add, by dropwise addition, an ether solution of t-butyl azidoformate (1.58 g, 11 mmol) at 10° C. Allow to warm to room temperature and buffer occasionally to retain pH 10. Acidify with a sodium citrate/citric acid buffer to pH 5, extract with ether (3×), dry (MgSO4) and blow to a residue with a stream of nitrogen to give N-t-butyloxycarbonyl-N5 -b...